Dataset: the Open Reaction Database (ORD), a public repository of structured organic reaction records. Task: describe an organic reaction: reactants, conditions, products, and yield Reactants: CN(C)CCCl, CN(C)C=O, [H-], [Na+], O, COC(=O)C=Cc1ccc(C(O)c2ccccc2)cc1. Product: COC(=O)C=Cc1ccc(C(OCCN(C)C)c2ccccc2)cc1. RXN SMILES: [CH3:23][N:24]([CH2:25][CH2:26][Cl:27])[CH3:28].[CH3:30][N:31]([CH3:32])[CH:33]=[O:34].[H-:21].[Na+:22].[OH2:29].[OH:1][CH:2]([c:3]1[cH:4][cH:5][cH:6][cH:7][cH:8]1)[c:9]1[cH:10][cH:11][c:12]([CH:13]=[CH:14][C:15](=[O:16])[O:17][CH3:18])[cH:19][cH:20]1>>[O:1]([CH:2]([c:3]1[cH:4][cH:5][cH:6][cH:7][cH:8]1)[c:9]1[cH:10][cH:11][c:12]([CH:13]=[CH:14][C:15](=[O:16])[O:17][CH3:18])[cH:19][cH:20]1)[CH2:26][CH2:25][N:24]([CH3:23])[CH3:28].